Dataset: the Open Reaction Database (ORD), a public repository of structured organic reaction records. Task: describe an organic reaction: reactants, conditions, products, and yield The reactants are CO, COC(=O)CCc1ccc(Sc2ccc(Cl)cc2)cc1, Cl, [Li+], [OH-]. Product: O=C(O)CCc1ccc(Sc2ccc(Cl)cc2)cc1. As a reaction SMILES: [CH3:24][OH:25].[Cl:1][c:2]1[cH:3][cH:4][c:5]([S:8][c:9]2[cH:10][cH:11][c:12]([CH2:15][CH2:16][C:17](=[O:18])[O:19][CH3:20])[cH:13][cH:14]2)[cH:6][cH:7]1.[ClH:23].[Li+:22].[OH-:21]>>[Cl:1][c:2]1[cH:3][cH:4][c:5]([S:8][c:9]2[cH:10][cH:11][c:12]([CH2:15][CH2:16][C:17](=[O:18])[OH:19])[cH:13][cH:14]2)[cH:6][cH:7]1. Starting materials: O=CCCCC1(CC2(OCCO2)CCC1)C=O (7-(4-oxo-butyl)-1,4-dioxaspiro[4.5]decane-7-carbaldehyde), FC(C(=O)[O-])(F)F.C(C1=CC=CC=C1)[NH2+]CC1=CC=CC=C1 (dibenzylammonium trifluoroacetate). Reaction conditions: time 3 hour. Product: O1CCOC12CC1(C=C(CC1)C=O)CCC2 (1,4-dioxa-dispiro[4.1.4.3]tetradec-8-ene-9-carbaldehyde). Yield: 72.0%. As a reaction SMILES: [O:1]=[CH:2][CH2:3][CH2:4][CH2:5][C:6]1([CH:16]=O)[CH2:15][CH2:14][CH2:13][C:8]2([O:12][CH2:11][CH2:10][O:9]2)[CH2:7]1.FC(F)(F)C([O-])=O.C([NH2+]CC1C=CC=CC=1)C1C=CC=CC=1>>[O:9]1[C:8]2([CH2:13][CH2:14][CH2:15][C:6]3([CH2:5][CH2:4][C:3]([CH:2]=[O:1])=[CH:16]3)[CH2:7]2)[O:12][CH2:11][CH2:10]1 |f:1.2|. Reported procedure: To the 7-(4-oxo-butyl)-1,4-dioxaspiro[4.5]decane-7-carbaldehyde, 12, obtained in the previous step, was added dibenzylammonium trifluoroacetate (0.4 M solution in THF; 12 mL, 4.8 mmol). The resulting mixture was stirred at room temperature for 3 hours after which the solvent was removed in vacuo. The resulting residue was purified over silica (cyclohexane/EtOAc, 8:2 mixture) to provide 2.3 g (72% yield) of the desired product as a colorless oil which was characterized as follows: Reactants: [H-].[Na+] (sodium hydride), OC(CCCC1=CC=CC=C1)C=1C=C(OC1)[Si](C)(C)C (4-(1-hydroxy-4-phenylbutyl)-2-trimethylsilylfuran), IC (iodomethane), [H-].[Na+] (sodium hydride), IC (iodomethane). Run in O1CCCC1 (tetrahydrofuran). Product: COC(CCCC1=CC=CC=C1)C=1C=C(OC1)[Si](C)(C)C (4-(1-Methoxy-4-phenylbutyl)-2-trimethylsilylfuran). RXN SMILES: [H-].[Na+].[OH:3][CH:4]([C:14]1[CH:15]=[C:16]([Si:19]([CH3:22])([CH3:21])[CH3:20])[O:17][CH:18]=1)[CH2:5][CH2:6][CH2:7][C:8]1[CH:13]=[CH:12][CH:11]=[CH:10][CH:9]=1.I[CH3:24]>O1CCCC1>[CH3:24][O:3][CH:4]([C:14]1[CH:15]=[C:16]([Si:19]([CH3:22])([CH3:21])[CH3:20])[O:17][CH:18]=1)[CH2:5][CH2:6][CH2:7][C:8]1[CH:13]=[CH:12][CH:11]=[CH:10][CH:9]=1 |f:0.1|. Procedure details: To a stirred suspension of sodium hydride (0.063 g., 1.05 mmol) in 10 ml tetrahydrofuran at 0° under argon, was added dropwise via syringe 4-(1-hydroxy-4-phenylbutyl)-2-trimethylsilylfuran (0.274 g., 0.951 mmol). This was followed by the addition of iodomethane (0.352 g., 2.48 mmol) and warming of the reaction mixture to room temperature. Several more equivalents of sodium hydride and iodomethane were subsequently added in increments over 2.5 hours until TLC indicated that no starting material r...